describe an organic reaction: reactants, conditions, products, and yield From a dataset of the Open Reaction Database (ORD), a public repository of structured organic reaction records. The reactants are CC1=C(NC2=C1C(N(CC2)CCN2CCCC2)=O)C=O (3-methyl-4-oxo-5-(2-pyrrolidin-1-yl-ethyl)-4,5,6,7-tetrahydro-1H-pyrrolo[3,2-c]pyridine-2-carbaldehyde), ClC1=CC(=C(C=C1)C1=C2CC(NC2=CC=C1)=O)F (4-(4-chloro-2-fluoro-phenyl)-1,3-dihydro-indol-2-one). The product is ClC1=CC(=C(C=C1)C1=C2C(C(NC2=CC=C1)=O)=CC1=C(C=2C(N(CCC2N1)CCN1CCCC1)=O)C)F (2-[4-(4-chloro-2-fluoro-phenyl)-2-oxo-1,2-dihydro-indol-3-ylidenemethyl]-3-methyl-5-(2-pyrrolidin-1-yl-ethyl)-1,5,6,7-tetrahydro-pyrrolo[3,2-c]pyridin-4-one). Isolated yield 51.6%. Reaction SMILES: [CH3:1][C:2]1[C:6]2[C:7](=[O:18])[N:8]([CH2:11][CH2:12][N:13]3[CH2:17][CH2:16][CH2:15][CH2:14]3)[CH2:9][CH2:10][C:5]=2[NH:4][C:3]=1[CH:19]=O.[Cl:21][C:22]1[CH:27]=[CH:26][C:25]([C:28]2[CH:36]=[CH:35][CH:34]=[C:33]3[C:29]=2[CH2:30][C:31](=[O:37])[NH:32]3)=[C:24]([F:38])[CH:23]=1>>[Cl:21][C:22]1[CH:27]=[CH:26][C:25]([C:28]2[CH:36]=[CH:35][CH:34]=[C:33]3[C:29]=2[C:30](=[CH:19][C:3]2[NH:4][C:5]4[CH2:10][CH2:9][N:8]([CH2:11][CH2:12][N:13]5[CH2:14][CH2:15][CH2:16][CH2:17]5)[C:7](=[O:18])[C:6]=4[C:2]=2[CH3:1])[C:31](=[O:37])[NH:32]3)=[C:24]([F:38])[CH:23]=1. Procedure: The title compound was prepared under the same conditions as described in Example 13 with 3-methyl-4-oxo-5-(2-pyrrolidin-1-yl-ethyl)-4,5,6,7-tetrahydro-1H-pyrrolo[3,2-c]pyridine-2-carbaldehyde and 4-(4-chloro-2-fluoro-phenyl)-1,3-dihydro-indol-2-one (prepared according to WO2002055517) as starting materials to give 2-[4-(4-chloro-2-fluoro-phenyl)-2-oxo-1,2-dihydro-indol-3-ylidenemethyl]-3-methyl-5-(2-pyrrolidin-1-yl-ethyl)-1,5,6,7-tetrahydro-pyrrolo[3,2-c]pyridin-4-one (35 mg, 51.6%) as a yellow...